This data is from the Open Reaction Database (ORD), a public repository of structured organic reaction records. The task is: describe an organic reaction: reactants, conditions, products, and yield Starting materials: FC1=CC(=C(C(=C1)C)C1C(C=CC1=O)=O)C (2-(4-fluoro-2,6-dimethylphenyl)cyclopent-4-ene-1,3-dione). The reagents and catalysts are [Zn] (zinc). Solvent: C(C)(=O)O (acetic acid). Conditions: temperature 27.5 celsius, time 16 hour. Yields the product FC1=CC(=C(C(=C1)C)C1C(CCC1=O)=O)C (2-(4-fluoro-2,6-dimethylphenyl)-cyclopentane-1,3-dione). Yield: 99.0%. As a reaction SMILES: [F:1][C:2]1[CH:7]=[C:6]([CH3:8])[C:5]([CH:9]2[C:13](=[O:14])[CH:12]=[CH:11][C:10]2=[O:15])=[C:4]([CH3:16])[CH:3]=1>C(O)(=O)C.[Zn]>[F:1][C:2]1[CH:3]=[C:4]([CH3:16])[C:5]([CH:9]2[C:13](=[O:14])[CH2:12][CH2:11][C:10]2=[O:15])=[C:6]([CH3:8])[CH:7]=1. Procedure: To a solution of 2-(4-fluoro-2,6-dimethylphenyl)cyclopent-4-ene-1,3-dione (2.9 g, 13.3 mmol) in acetic acid (116 ml) is added zinc powder (6 g, 91.7 mmol) at 25-30° C. The resulting solution is stirred at 25-30° C. for 16 hours. The reaction mixture is then filtered through diatomaceous earth and concentrated to give a crude product (2.9 g) which is used for the next step. The reactants are C(C)(=O)OC(C)=O (acetic anhydride), C([O-])(O)=O.[Na+] (sodium bicarbonate), Cl.Cl.OC(CC=1N=NC(=CC1NC)NN)C (3-(2'-hydroxypropyl)methylamino-6-hydrazinopyridazine dihydrochloride). Solvent: C(=O)O (formic acid). Conditions: temperature 0 celsius, time 30 minute. Yields the product OC(CC=1N=NC(=CC1NC)NNC=O)C (3-(2'-Hydroxypropyl)methylamino-6-(2'-formylhydrazino)pyridazine). Reaction SMILES: Cl.Cl.[OH:3][CH:4]([CH3:16])[CH2:5][C:6]1[N:7]=[N:8][C:9]([NH:14][NH2:15])=[CH:10][C:11]=1[NH:12][CH3:13].[C:17](OC(=O)C)(=[O:19])C.C(=O)(O)[O-].[Na+]>C(O)=O>[OH:3][CH:4]([CH3:16])[CH2:5][C:6]1[N:7]=[N:8][C:9]([NH:14][NH:15][CH:17]=[O:19])=[CH:10][C:11]=1[NH:12][CH3:13] |f:0.1.2,4.5|. Procedure details: Thirteen and one half grams of 3-(2'-hydroxypropyl)methylamino-6-hydrazinopyridazine dihydrochloride are dissolved in 25 ml of formic acid, and there are subsequently added thereto at 0° C 6 ml of acetic anhydride and after 30 minutes 8.4 g sodium bicarbonate. The mixture is stirred at 0° C for 30 minutes and left at room temperature overnight. The solvent is removed and the residue consisting of 3-(2'-hydroxypropyl)methylamino-6-(2'-formylhydrazino)pyridazine is recrystallized from acetone/etha...